From a dataset of the Open Reaction Database (ORD), a public repository of structured organic reaction records. describe an organic reaction: reactants, conditions, products, and yield The reactants are C1(CC1)N (cyclopropylamine), CC1=NSC=C1C(=O)O (3-methyl-isothiazole-4-carboxylic acid), propanephosphonic anhydride, CN1CCOCC1 (methylmorpholine), CN(C)C1=NC=CC=C1 (dimethylaminopyridine). Run in ClCCl (dichloromethane), C(C)(=O)OCC (ethyl acetate), ClCCl (dichloromethane). Reaction conditions: time 12 hour. Product: C1(CC1)NC(=O)C=1C(=NSC1)C (3-Methyl-isothiazole-4-carboxylic cyclopropylamide). Isolated yield 84.0%. As a reaction SMILES: [CH:1]1([NH2:4])[CH2:3][CH2:2]1.CN1CCOCC1.CN(C1C=CC=CN=1)C.[CH3:21][C:22]1[C:26]([C:27](O)=[O:28])=[CH:25][S:24][N:23]=1>ClCCl.C(OCC)(=O)C>[CH:1]1([NH:4][C:27]([C:26]2[C:22]([CH3:21])=[N:23][S:24][CH:25]=2)=[O:28])[CH2:3][CH2:2]1. Procedure: At -5° C., 3.7 g (65.0 mmol) of cyclopropylamine, 18.7 g (185.0 mmol) of methylmorpholine, 2.0 g (16.7 mmol) of dimethylaminopyridine and 43.5 g of a 50% strength solution of propanephosphonic anhydride in dichloromethane (=68.4 mol) were dripped one after the other into 7.2 g (50.0 mmol) of 3-methyl-isothiazole-4-carboxylic acid in 200 ml of dichloromethane, and the mixture was stirred for 12 hours at room temperature. The solvent was stripped off under reduced pressure, and the residue was tak... Reactants: [OH-].[K+] (KOH), C(C)(=O)OC(C)=O (acetic acid anhydride), ice, benzylidene, N(N)N=CN1CCNCC1 (1-(hydrazinoimino-methyl) piperazine). The solvent is C(=O)O (formic acid), C(=O)O (formic acid). Reaction conditions: time 1 hour. Yields the product benzylidene, C(=O)N1CCN(CC1)C=NNN (1-formyl4-(hydrazinoiminomethyl)piperazine). As a reaction SMILES: C(O[C:5](=[O:7])C)(=O)C.[NH:8]([N:10]=[CH:11][N:12]1[CH2:17][CH2:16][NH:15][CH2:14][CH2:13]1)[NH2:9].[OH-].[K+]>C(O)=O>[CH:5]([N:15]1[CH2:16][CH2:17][N:12]([CH:11]=[N:10][NH:8][NH2:9])[CH2:13][CH2:14]1)=[O:7] |f:2.3|. Reported procedure: 12.7 ml of acetic acid anhydride are added dropwise to 42 ml of ice-cooled formic acid, the mixture is stirred for ca. 1 hour and 16 g of the benzylidene derivative of 1-(hydrazinoimino-methyl) piperazine in 42 ml of formic acid are added dropwise. The mixture is left for ca. 2 hours at 0° and the solvent is evaporated off. The residue is treated with water and the pH of the mixture obtained is adjusted to pH 11 by addition of 10N KOH. The mixture is extracted with dichloromethane, the dichlorom... The reactants are [Si](C1=CC=CC=C1)(C1=CC=CC=C1)(C(C)(C)C)OC1=CC=CC2=C1CCCC(C2)C(=O)OC (methyl 1-(tert-butyldiphenylsilyloxy)-6,7,8,9-tetrahydro-5H- benzocycloheptene -6-carboxylate), [H-].[Al+3].[Li+].[H-].[H-].[H-] (lithium aluminum hydride), Cl (hydrochloric acid). Run in C1CCOC1 (THF), C1CCOC1 (THF). Conditions: time 1 hour. The product is [Si](C1=CC=CC=C1)(C1=CC=CC=C1)(C(C)(C)C)OC1=CC=CC2=C1CCCC(C2)CO ([1-(tert-butyldiphenylsilyloxy)-6,7,8,9-tetrahydro-5H-benzocyclohepten-6-yl]methanol). Yield: 95.2%. RXN SMILES: [H-].[Al+3].[Li+].[H-].[H-].[H-].[Si:7]([O:24][C:25]1[C:30]2[CH2:31][CH2:32][CH2:33][CH:34]([C:36](OC)=[O:37])[CH2:35][C:29]=2[CH:28]=[CH:27][CH:26]=1)([C:20]([CH3:23])([CH3:22])[CH3:21])([C:14]1[CH:19]=[CH:18][CH:17]=[CH:16][CH:15]=1)[C:8]1[CH:13]=[CH:12][CH:11]=[CH:10][CH:9]=1.Cl>C1COCC1>[Si:7]([O:24][C:25]1[C:30]2[CH2:31][CH2:32][CH2:33][CH:34]([CH2:36][OH:37])[CH2:35][C:29]=2[CH:28]=[CH:27][CH:26]=1)([C:20]([CH3:21])([CH3:22])[CH3:23])([C:14]1[CH:19]=[CH:18][CH:17]=[CH:16][CH:15]=1)[C:8]1[CH:13]=[CH:12][CH:11]=[CH:10][CH:9]=1 |f:0.1.2.3.4.5|. Reported procedure: To a suspension of lithium aluminum hydride (66 mg) in THF (20 ml) was added dropwise a solution of methyl 1-(tert-butyldiphenylsilyloxy)-6,7,8,9-tetrahydro-5H- benzocycloheptene -6-carboxylate (800 mg) in THF (4 ml) at 5° C. The mixture was stirred at the same temperature for 1 hour and then at room temperature for 30 minutes. The mixture was added with 1N-hydrochloric acid under ice cooling and extracted with EtOAc. The organic layer was washed with water, saturated sodium hydrogencarbonate so... Reactants: O (water), FC(C1=NN(C(=C1)C(F)F)CC(=O)N1CCC(CC1)C=1SC=C(N1)C1=NOC(C1)C1=C(C=CC=C1O)Cl)F (2-[3,5-bis(difluoromethyl)-1H-pyrazol-1-yl]-1-(4-{4-[5-(2-chloro-6-hydroxyphenyl)-4,5-dihydro-1,2-oxazol-3-yl]-1,3-thiazol-2-yl}piperidin-1-yl)ethanone), C([O-])([O-])=O.[K+].[K+] (potassium carbonate), C(C=C)Br (allyl bromide). The solvent is CC(=O)C (acetone). Product: C(C=C)OC1=C(C(=CC=C1)Cl)C1CC(=NO1)C=1N=C(SC1)C1CCN(CC1)C(CN1N=C(C=C1C(F)F)C(F)F)=O (1-[4-(4-{5-[2-(allyloxy)-6-chlorophenyl]-4,5-dihydro-1,2-oxazol-3-yl}-1,3-thiazol-2-yl)piperidin-1-yl]-2-[3,5-bis(difluoromethyl)-1H-pyrazol-1-yl]ethanone). Yield: 62.3%. RXN SMILES: [F:1][CH:2]([F:38])[C:3]1[CH:7]=[C:6]([CH:8]([F:10])[F:9])[N:5]([CH2:11][C:12]([N:14]2[CH2:19][CH2:18][CH:17]([C:20]3[S:21][CH:22]=[C:23]([C:25]4[CH2:29][CH:28]([C:30]5[C:35]([OH:36])=[CH:34][CH:33]=[CH:32][C:31]=5[Cl:37])[O:27][N:26]=4)[N:24]=3)[CH2:16][CH2:15]2)=[O:13])[N:4]=1.C(=O)([O-])[O-].[K+].[K+].[CH2:45](Br)[CH:46]=[CH2:47].O>CC(C)=O>[CH2:47]([O:36][C:35]1[CH:34]=[CH:33][CH:32]=[C:31]([Cl:37])[C:30]=1[CH:28]1[O:27][N:26]=[C:25]([C:23]2[N:24]=[C:20]([CH:17]3[CH2:18][CH2:19][N:14]([C:12](=[O:13])[CH2:11][N:5]4[C:6]([CH:8]([F:10])[F:9])=[CH:7][C:3]([CH:2]([F:1])[F:38])=[N:4]4)[CH2:15][CH2:16]3)[S:21][CH:22]=2)[CH2:29]1)[CH:46]=[CH2:45] |f:1.2.3|. Reported procedure: To a solution of 2-[3,5-bis(difluoromethyl)-1H-pyrazol-1-yl]-1-(4-{4-[5-(2-chloro-6-hydroxyphenyl)-4,5-dihydro-1,2-oxazol-3-yl]-1,3-thiazol-2-yl}piperidin-1-yl)ethanone (39 mg) and potassium carbonate (47 mg) in acetone (5 ml) is added, at room temperature, allyl bromide (33 mg). The reaction mixture is stirred at reflux for 5 h. Then the mixture is admixed with water and extracted with ethyl acetate. The combined organic phases are dried over sodium sulphate and concentrated. Purification by co... The reactants are ONC(C(CCCCN)S(=O)C1=CC=C(C=C1)OCC#CC)=O (6-Amino-2-(4-but-2-ynoxy-benzenesulfinyl)-hexanoic acid hydroxyamide), C(C1=NC2=CC=CC=C2C=C1)(=O)O (quinaldic acid). The product is C(C#CC)OC1=CC=C(C=C1)S(=O)C(CCCCNC(=O)C1=NC2=CC=CC=C2C=C1)C(NO)=O (quinoline-2-carboxylic acid [5-(4-but-2-ynyloxy-benzenesulfinyl)-5-hydroxycarbamoyl-pentyl]-amide). As a reaction SMILES: [OH:1][NH:2][C:3](=[O:23])[CH:4]([S:10]([C:12]1[CH:17]=[CH:16][C:15]([O:18][CH2:19][C:20]#[C:21][CH3:22])=[CH:14][CH:13]=1)=[O:11])[CH2:5][CH2:6][CH2:7][CH2:8][NH2:9].[C:24](O)(=[O:35])[C:25]1[CH:34]=[CH:33][C:32]2[C:27](=[CH:28][CH:29]=[CH:30][CH:31]=2)[N:26]=1>>[CH2:19]([O:18][C:15]1[CH:14]=[CH:13][C:12]([S:10]([CH:4]([C:3](=[O:23])[NH:2][OH:1])[CH2:5][CH2:6][CH2:7][CH2:8][NH:9][C:24]([C:25]2[CH:34]=[CH:33][C:32]3[C:27](=[CH:28][CH:29]=[CH:30][CH:31]=3)[N:26]=2)=[O:35])=[O:11])=[CH:17][CH:16]=1)[C:20]#[C:21][CH3:22]. Procedure details: 6-Amino-2-(4-but-2-ynoxy-benzenesulfinyl)-hexanoic acid hydroxyamide resin (0.33 g, 1.1 meq/g) prepared in step B was acylated with quinaldic acid (1.2 g, 4.0 eq) according to the procedure in Example 13, Step E to give quinoline-2-carboxylic acid [5-(4-but-2-ynyloxy-benzenesulfinyl)-5-hydroxycarbamoyl-pentyl]-amide resin. The reactants are FC=1C=C2C(=C(/C(/C2=CC1)=C/C1=CC=C(C=C1)S(=O)C)C)CCON (O-2-[Z-5-fluoro-2-methyl-1-(4-methylsulfinylphenyl)methylene-1H-inden-3-yl]ethyl hydroxylamine), O=C(C(=O)O)C (2-oxopropionic acid). The product is FC=1C=C2C(=C(/C(/C2=CC1)=C/C1=CC=C(C=C1)S(=O)C)C)CCON=C(C(C)=O)O (2-oxopropionic acid-O-2-[Z-5-fluoro-2-methyl-1-(4-methylsulfinylphenyl)methylene-1H-inden-3-yl]ethyl oxime). As a reaction SMILES: [F:1][C:2]1[CH:3]=[C:4]2[C:8](=[CH:9][CH:10]=1)/[C:7](=[CH:11]\[C:12]1[CH:17]=[CH:16][C:15]([S:18]([CH3:20])=[O:19])=[CH:14][CH:13]=1)/[C:6]([CH3:21])=[C:5]2[CH2:22][CH2:23][O:24][NH2:25].[O:26]=[C:27]([CH3:31])[C:28](O)=[O:29]>>[F:1][C:2]1[CH:3]=[C:4]2[C:8](=[CH:9][CH:10]=1)/[C:7](=[CH:11]\[C:12]1[CH:17]=[CH:16][C:15]([S:18]([CH3:20])=[O:19])=[CH:14][CH:13]=1)/[C:6]([CH3:21])=[C:5]2[CH2:22][CH2:23][O:24][N:25]=[C:28]([OH:29])[C:27](=[O:26])[CH3:31]. Reported procedure: The title compound is prepared by reaction of O-2-[Z-5-fluoro-2-methyl-1-(4-methylsulfinylphenyl)methylene-1H-inden-3-yl]ethyl hydroxylamine with 2-oxopropionic acid by the method of Example 1. Starting materials: FC(C(=O)O)(F)F.N[C@H]1CN(CC1)C1=NC(=C2N=CN(C2=N1)[C@H]1[C@@H]([C@@H]([C@H](C1)NC(CO)=O)O)O)NCC(C1=CC=CC=C1)C1=CC=CC=C1 (N-{(1S,2R,3S,4R)-4-[2-((R)-3-amino-pyrrolidin-1-yl)-6-(2,2-diphenyl-ethylamino)-purin-9-yl]-2,3-dihydroxy-cyclopentyl}-2-hydroxy-acetamide trifluoroacetate), TEA, N(=C=O)C=1C=NC=CC1 (3-isocyanato-pyridine). The solvent is C1CCOC1 (THF). Conditions: temperature 50 celsius. Product: C1(=CC=CC=C1)C(CNC1=C2N=CN(C2=NC(=N1)N1C[C@@H](CC1)NC(=O)NC=1C=NC=CC1)[C@H]1[C@@H]([C@@H]([C@H](C1)NC(CO)=O)O)O)C1=CC=CC=C1 (N-((1S,2R,3S,4R)-4-[6-(2,2-Diphenyl-ethylamino)-2-[(R)-3-(3-pyridin-3-yl-ureido)-pyrrolidin-1-yl]-purin-9-yl}-2,3-dihydroxy-cyclopentyl)-2-hydroxy-acetamide). As a reaction SMILES: FC(F)(F)C(O)=O.[NH2:8][C@@H:9]1[CH2:13][CH2:12][N:11]([C:14]2[N:22]=[C:21]3[C:17]([N:18]=[CH:19][N:20]3[C@@H:23]3[CH2:27][C@H:26]([NH:28][C:29](=[O:32])[CH2:30][OH:31])[C@@H:25]([OH:33])[C@H:24]3[OH:34])=[C:16]([NH:35][CH2:36][CH:37]([C:44]3[CH:49]=[CH:48][CH:47]=[CH:46][CH:45]=3)[C:38]3[CH:43]=[CH:42][CH:41]=[CH:40][CH:39]=3)[N:15]=2)[CH2:10]1.[N:50]([C:53]1[CH:54]=[N:55][CH:56]=[CH:57][CH:58]=1)=[C:51]=[O:52]>C1COCC1>[C:44]1([CH:37]([C:38]2[CH:39]=[CH:40][CH:41]=[CH:42][CH:43]=2)[CH2:36][NH:35][C:16]2[N:15]=[C:14]([N:11]3[CH2:12][CH2:13][C@@H:9]([NH:8][C:51]([NH:50][C:53]4[CH:54]=[N:55][CH:56]=[CH:57][CH:58]=4)=[O:52])[CH2:10]3)[N:22]=[C:21]3[C:17]=2[N:18]=[CH:19][N:20]3[C@@H:23]2[CH2:27][C@H:26]([NH:28][C:29](=[O:32])[CH2:30][OH:31])[C@@H:25]([OH:33])[C@H:24]2[OH:34])[CH:49]=[CH:48][CH:47]=[CH:46][CH:45]=1 |f:0.1|. Reported procedure: A solution of N-{(1S,2R,3S,4R)-4-[2-((R)-3-amino-pyrrolidin-1-yl)-6-(2,2-diphenyl-ethylamino)-purin-9-yl]-2,3-dihydroxy-cyclopentyl}-2-hydroxy-acetamide trifluoroacetate (0.2 g, 0.28 mmol) in dry THF (10 ml) is treated with TEA (113 mg, 1.12 mmol) followed by 3-isocyanato-pyridine (38 mg, 0.31 mmol). The reaction mixture is heated at 50° C. overnight. The solvent is removed in vacuo and purification by reverse phase column chromatography (Isolute™ C18, 10-50% acetonitrile in water −0.1% TFA) aff...